This data is from the Open Reaction Database (ORD), a public repository of structured organic reaction records. The task is: describe an organic reaction: reactants, conditions, products, and yield The reactants are O=C=O, CS(C)=O, CS, Cl, FC(F)=C(F)F, O. The product is CSC(F)(F)C(F)(F)C(=O)O. Reaction SMILES: [C:3](=[O:4])=[O:5].[CH3:13][S:14](=[O:15])[CH3:16].[CH3:1][SH:2].[ClH:12].[F:6][C:7](=[C:8]([F:9])[F:10])[F:11].[OH2:17]>>[CH3:1][S:2][C:8]([C:7]([C:3](=[O:4])[OH:5])([F:6])[F:11])([F:9])[F:10]. Starting materials: CC(C)([O-])C.[K+] (potassium tert-butoxide), N1C(COC2=C3C1=C1CCCCC1=NC3=CC=C2)=O (1,3,9,10,11,12-hexahydro-2H-quino[4,3,2-ef][1,4]benzoxazepin-2-one), BrCCC (1-bromopropane). Run in O1CCCC1 (tetrahydrofuran). Conditions: time 15 minute. Yields the product C(CC)N1C(COC2=C3C1=C1CCCCC1=NC3=CC=C2)=O (1,3,9,10,11,12-hexahydro-1-propyl-2H-quino[4,3,2-ef][1,4]benzoxazepin-2-one). The yield is 76.2%. RXN SMILES: [NH:1]1[C:7]2=[C:8]3[C:13](=[N:14][C:15]4=[CH:16][CH:17]=[CH:18][C:5](=[C:6]24)[O:4][CH2:3][C:2]1=[O:19])[CH2:12][CH2:11][CH2:10][CH2:9]3.[CH3:20][C:21](C)([O-])[CH3:22].[K+].BrCCC>O1CCCC1>[CH2:20]([N:1]1[C:7]2=[C:8]3[C:13](=[N:14][C:15]4=[CH:16][CH:17]=[CH:18][C:5](=[C:6]24)[O:4][CH2:3][C:2]1=[O:19])[CH2:12][CH2:11][CH2:10][CH2:9]3)[CH2:21][CH3:22] |f:1.2|. Reported procedure: To a suspension of 1,3,9,10,11,12-hexahydro-2H-quino[4,3,2-ef][1,4]benzoxazepin-2-one (4.94 g) in dry tetrahydrofuran (150 ml) was added potassium tert-butoxide (2.62 g). The mixture was stirred for 15 mins, 1-bromopropane (7.07 ml) was added, and the reaction mixture was refluxed overnight. The reaction mixture was concentrated, diluted with saturated potassium carbonate solution, and extracted with ethyl acetate. The organic extracts were dried over anhydrous magnesium sulfate, filtered, and t... The reactants are S(=O)(Cl)Cl (thionyl chloride), CC1([C@@H]([C@@H]1\C=C/C(=O)O)C(=O)O[C@@H](C1=CC(=CC=C1)OC1=CC=CC=C1)C#N)C ((S)α-cyano-3-phenoxy-benzyl(1R,cis)2,2-dimethyl-3-[(Z)3-hydroxy-3-oxo-1-propenyl]-cyclopropane-carboxylate), CC1([C@@H]([C@@H]1\C=C/C(=O)Cl)C(=O)O[C@@H](C1=CC(=CC=C1)OC1=CC=CC=C1)C#N)C ((S)α-cyano-3-phenoxy-benzyl(1R,cis)2,2-dimethyl-3-[(Z)3-chloro-3-oxo-1-propenyl)-cyclopropane-carboxylate), CC(C)(O)C(F)(F)F (1-methyl-1-trifluoromethyl-ethanol). Run in C(Cl)Cl (methylene chloride). Yields the product CC1([C@@H]([C@@H]1\C=C/C(OC(C)(C(F)(F)F)OC)=O)C(=O)O[C@@H](C1=CC(=CC=C1)OC1=CC=CC=C1)C#N)C ((S)α-cyano-3-phenoxy-benzyl(1R,cis)2,2-dimethyl-3-[(Z)3-oxo-3-(1-methoxy-1-trifluoromethylethoxy)-1-propenyl]-cyclopropane-carboxylate). RXN SMILES: [CH3:1]C1(C)[C@@H](/C=C\C(Cl)=O)[C@H]1C(O[C@H](C#N)C1C=CC=C(OC2C=CC=CC=2)C=1)=O.S(Cl)(Cl)=O.[CH3:34][C:35]1([CH3:62])[C@@H:37](/[CH:38]=[CH:39]\[C:40]([OH:42])=[O:41])[C@H:36]1[C:43]([O:45][C@H:46]([C:60]#[N:61])[C:47]1[CH:52]=[CH:51][CH:50]=[C:49]([O:53][C:54]2[CH:59]=[CH:58][CH:57]=[CH:56][CH:55]=2)[CH:48]=1)=[O:44].[CH3:63][C:64]([C:67]([F:70])([F:69])[F:68])([OH:66])C>C(Cl)Cl>[CH3:34][C:35]1([CH3:62])[C@@H:37](/[CH:38]=[CH:39]\[C:40](=[O:42])[O:41][C:64]([O:66][CH3:1])([C:67]([F:70])([F:69])[F:68])[CH3:63])[C@H:36]1[C:43]([O:45][C@H:46]([C:60]#[N:61])[C:47]1[CH:52]=[CH:51][CH:50]=[C:49]([O:53][C:54]2[CH:59]=[CH:58][CH:57]=[CH:56][CH:55]=2)[CH:48]=1)=[O:44]. Reported procedure: Under inert atmosphere, a mixture of 1.02 g of (S)α-cyano-3-phenoxy-benzyl(1R,cis)2,2-dimethyl-3-[(Z)3-chloro-3-oxo-1-propenyl)-cyclopropane-carboxylate prepared by reaction of thionyl chloride and (S)α-cyano-3-phenoxy-benzyl(1R,cis)2,2-dimethyl-3-[(Z)3-hydroxy-3-oxo-1-propenyl]-cyclopropane-carboxylate and 9 ml of methylene chloride were stirred and 1.12 g of 1-methyl-1-trifluoromethyl-ethanol were added thereto. The mixture was stirred for 48 hours at room temperature and was then evaporated t... Starting materials: CN1N=C(C(=C1)C1=CC=NC=C1)C1=CC=C(OCC2=NC3=CC=CC=C3C=C2)C=C1 (2-[4-(1-Methyl-4-pyridin4-yl-1H-pyrazol-3-yl)-phenoxymethyl]-quinoline), FC(CNN)(F)F ((2,2,2-trifluoro-ethyl)-hydrazine). The product is N1=CC=C(C=C1)C1=C(N(N=C1)CC(F)(F)F)C1=CC=C(OCC2=NC3=CC=CC=C3C=C2)C=C1 (2-{4-[-Pyridin4-yl-2-(2,2,2-trifluoro-ethyl)-2H-pyrazol-3-yl]-phenoxymethyl}-quinoline). As a reaction SMILES: C[N:2]1[CH:6]=[C:5]([C:7]2[CH:12]=[CH:11][N:10]=[CH:9][CH:8]=2)[C:4]([C:13]2[CH:30]=[CH:29][C:16]([O:17][CH2:18][C:19]3[CH:28]=[CH:27][C:26]4[C:21](=[CH:22][CH:23]=[CH:24][CH:25]=4)[N:20]=3)=[CH:15][CH:14]=2)=[N:3]1.[F:31][C:32]([F:37])([F:36])[CH2:33]NN>>[N:10]1[CH:9]=[CH:8][C:7]([C:5]2[CH:6]=[N:2][N:3]([CH2:33][C:32]([F:37])([F:36])[F:31])[C:4]=2[C:13]2[CH:30]=[CH:29][C:16]([O:17][CH2:18][C:19]3[CH:28]=[CH:27][C:26]4[C:21](=[CH:22][CH:23]=[CH:24][CH:25]=4)[N:20]=3)=[CH:15][CH:14]=2)=[CH:12][CH:11]=1. Procedure details: Following the procedure for the preparation of 2-[4-(1-Methyl-4-pyridin4-yl-1H-pyrazol-3-yl)-phenoxymethyl]-quinoline but substituting (2,2,2-trifluoro-ethyl)-hydrazine provided the title compound. MS: (M+H m/z=461.2). Starting materials: [OH-].[Na+] (sodium hydroxide), CN(C)C (trimethylamine), CSCOS(=S)(=O)[O-] (methylthiomethylthiosulfate), Cl.S[C@H]1C(N(CC1)CC#CCN1CCCC1)=O ((R)-3-mercapto-1-[4-(1-pyrrolidinyl)-2-butynyl]-2-pyrrolidinone hydrochloride). The solvent is ClCCl (dichloromethane). Reaction conditions: time 30 minute. Product: Cl.CSS[C@H]1C(N(CC1)CC#CCN1CCCC1)=O ((R)-3-(Methyldithio)-1-[4-(1-pyrrolidinyl)-2-butynyl]-2-pyrrolidinone hydrochloride). Reaction SMILES: [ClH:1].[SH:2][C@@H:3]1[CH2:7][CH2:6][N:5]([CH2:8][C:9]#[C:10][CH2:11][N:12]2[CH2:16][CH2:15][CH2:14][CH2:13]2)[C:4]1=[O:17].CN(C)C.[CH3:22][S:23]COS([O-])(=O)=S.[OH-].[Na+]>ClCCl>[ClH:1].[CH3:22][S:23][S:2][C@@H:3]1[CH2:7][CH2:6][N:5]([CH2:8][C:9]#[C:10][CH2:11][N:12]2[CH2:13][CH2:14][CH2:15][CH2:16]2)[C:4]1=[O:17] |f:0.1,4.5,7.8|. Procedure: A solution of 430 mg of (R)-3-mercapto-1-[4-(1-pyrrolidinyl)-2-butynyl]-2-pyrrolidinone hydrochloride in 20 ml of dichloromethane was cooled to 0° C. in an ice bath. Successively, 50 μl of trimethylamine and 0.5 ml of methylthiomethylthiosulfate were added and the resulting solution was stirred at room temperature for 30 minutes. A 1N sodium hydroxide solution (2 ml) was added and the resulting mixture was washed with saturated aqueous sodium chloride, dried and concentrated in vacuo. The residu... The reactants are ClC=1C=C2N=C3C=CC(=CC3=C(C2=CC1)NCCNC=1C2=CC=C(C=C2N=C2C=CC(=CC12)OCC(=O)OC(C)(C)C)Cl)OCC(=O)OC(C)(C)C (N,N′-bis[6-chloro-2-(tert-butoxycarbonyl)methoxy-9-acridinyl]-1,2-ethanediamine), FC(C(=O)O)(F)F (trifluoroacetic acid). Run in ClCCl (dichloromethane). The product is FC(C(=O)O)(F)F.FC(C(=O)O)(F)F.ClC=1C=C2N=C3C=CC(=CC3=C(C2=CC1)NCCNC=1C2=CC=C(C=C2N=C2C=CC(=CC12)OCC(=O)O)Cl)OCC(=O)O (N,N′-bis(6chloro-2-carboxymethoxy-9-acridinyl)-1,2-ethanediamine bis(trifluoroactate)). As a reaction SMILES: [Cl:1][C:2]1[CH:3]=[C:4]2[C:13](=[CH:14][CH:15]=1)[C:12]([NH:16][CH2:17][CH2:18][NH:19][C:20]1[C:21]3[C:26]([N:27]=[C:28]4[C:33]=1[CH:32]=[C:31]([O:34][CH2:35][C:36]([O:38]C(C)(C)C)=[O:37])[CH:30]=[CH:29]4)=[CH:25][C:24]([Cl:43])=[CH:23][CH:22]=3)=[C:11]1[C:6]([CH:7]=[CH:8][C:9]([O:44][CH2:45][C:46]([O:48]C(C)(C)C)=[O:47])=[CH:10]1)=[N:5]2.[F:53][C:54]([F:59])([F:58])[C:55]([OH:57])=[O:56]>ClCCl>[F:53][C:54]([F:59])([F:58])[C:55]([OH:57])=[O:56].[F:53][C:54]([F:59])([F:58])[C:55]([OH:57])=[O:56].[Cl:43][C:24]1[CH:25]=[C:26]2[C:21](=[CH:22][CH:23]=1)[C:20]([NH:19][CH2:18][CH2:17][NH:16][C:12]1[C:13]3[C:4]([N:5]=[C:6]4[C:11]=1[CH:10]=[C:9]([O:44][CH2:45][C:46]([OH:48])=[O:47])[CH:8]=[CH:7]4)=[CH:3][C:2]([Cl:1])=[CH:15][CH:14]=3)=[C:33]1[C:28]([CH:29]=[CH:30][C:31]([O:34][CH2:35][C:36]([OH:38])=[O:37])=[CH:32]1)=[N:27]2 |f:3.4.5|. Procedure: A solution of N,N′-bis[6-chloro-2-(tert-butoxycarbonyl)methoxy-9-acridinyl]-1,2-ethanediamine (12 mg, 0.12 mmol) and trifluoroacetic acid (5 mL) in dichloromethane (12 mL) was stirred at RT for 18 h. The reaction mixture was concentrated in vacuo and the residue was purified by HPLC (YMC ODS-AQ, 100×250 mm, 80 mL/min, 26% acetonitrile/water/0.1% trifluoroacetic acid, UV detection at 254 nm) to give the title compound as a yellow solid. MS(ES) m/e 631.3 (M+H)+.